From a dataset of the Open Reaction Database (ORD), a public repository of structured organic reaction records. describe an organic reaction: reactants, conditions, products, and yield The product is Cc1cccc(-n2nc(C)cc2-c2ccnc(NCCO)c2)c1. RXN SMILES: [CH3:25][CH2:26][O:27][C:28](=[O:29])[CH3:30].[Cl:1][c:2]1[n:3][cH:4][cH:5][c:6](-[c:8]2[cH:9][c:10]([CH3:20])[n:11][n:12]2-[c:13]2[cH:14][c:15]([CH3:19])[cH:16][cH:17][cH:18]2)[cH:7]1.[NH2:21][CH2:22][CH2:23][OH:24].[OH2:31]>>[c:2]1([NH:21][CH2:22][CH2:23][OH:24])[n:3][cH:4][cH:5][c:6](-[c:8]2[cH:9][c:10]([CH3:20])[n:11][n:12]2-[c:13]2[cH:14][c:15]([CH3:19])[cH:16][cH:17][cH:18]2)[cH:7]1. Starting materials: CCOC(C)=O, Cc1cccc(-n2nc(C)cc2-c2ccnc(Cl)c2)c1, NCCO, O.